This data is from the Open Reaction Database (ORD), a public repository of structured organic reaction records. The task is: describe an organic reaction: reactants, conditions, products, and yield Starting materials: O1C2=C(C=CC=3C[C@@H]4[C@@H]5C=C[C@@H]([C@H]1[C@@]5(C23)CCN4C)OC(CCCCC(=O)OC)=O)OCOC (4,5α-epoxy-6α-((5-methoxycarbonyl-valeryl)-oxy)-3-methoxymethoxy-17-methyl-morphinan-7-ene), C (charcoal). The reagents and catalysts are [Pd] (Pd). The solvent is CO (MeOH). Run at time 2 hour. Product: O1C2=C(C=CC=3C[C@@H]4[C@@H]5CC[C@@H]([C@H]1[C@@]5(C23)CCN4C)OC(CCCCC(=O)OC)=O)OCOC (4,5α-Epoxy-6α-((5-methoxycarbonyl-valeryl)-oxy)-3-methoxymethoxy-17-methyl-morphinane). RXN SMILES: [O:1]1[C@@H:13]2[C@@:14]34[CH2:16][CH2:17][N:18]([CH3:19])[C@@H:8]([C@@H:9]3[CH:10]=[CH:11][C@@H:12]2[O:20][C:21](=[O:30])[CH2:22][CH2:23][CH2:24][CH2:25][C:26]([O:28][CH3:29])=[O:27])[CH2:7][C:6]2=[C:15]4[C:2]1=[C:3]([O:31][CH2:32][O:33][CH3:34])[CH:4]=[CH:5]2.C>CO.[Pd]>[O:1]1[C@@H:13]2[C@@:14]34[CH2:16][CH2:17][N:18]([CH3:19])[C@@H:8]([C@@H:9]3[CH2:10][CH2:11][C@@H:12]2[O:20][C:21](=[O:30])[CH2:22][CH2:23][CH2:24][CH2:25][C:26]([O:28][CH3:29])=[O:27])[CH2:7][C:6]2=[C:15]4[C:2]1=[C:3]([O:31][CH2:32][O:33][CH3:34])[CH:4]=[CH:5]2. Procedure: 4,5α-epoxy-6α-((5-methoxycarbonyl-valeryl)-oxy)-3-methoxymethoxy-17-methyl-morphinan-7-ene (0.48 g, 1.02 mmol) was dissolved in MeOH (30 ml), mixed with 10% Pd on 0.35 g of activated charcoal and then agitated for 2 hours at ambient temperature under H2 (1 bar over pressure). The catalyst was illuminated by filtering through a filter compound and the filtrate was concentrated by rotary evaporation. Reactants: COc1ccc(-c2n[nH]c(=O)c(C#N)c2-c2ccc(OC)cc2)cc1, ClCC1CCCCC1. Yields the product COc1ccc(-c2nn(CC3CCCCC3)c(=O)c(C#N)c2-c2ccc(OC)cc2)cc1. RXN SMILES: [CH3:1][O:2][c:3]1[cH:4][cH:5][c:6](-[c:9]2[c:10]([C:24]#[N:25])[c:11](=[O:23])[nH:12][n:13][c:14]2-[c:15]2[cH:16][cH:17][c:18]([O:21][CH3:22])[cH:19][cH:20]2)[cH:7][cH:8]1.[CH:26]1([CH2:32][Cl:33])[CH2:27][CH2:28][CH2:29][CH2:30][CH2:31]1>>[CH3:1][O:2][c:3]1[cH:4][cH:5][c:6](-[c:9]2[c:10]([C:24]#[N:25])[c:11](=[O:23])[n:12]([CH2:32][CH:26]3[CH2:27][CH2:28][CH2:29][CH2:30][CH2:31]3)[n:13][c:14]2-[c:15]2[cH:16][cH:17][c:18]([O:21][CH3:22])[cH:19][cH:20]2)[cH:7][cH:8]1.